Dataset: the Open Reaction Database (ORD), a public repository of structured organic reaction records. Task: describe an organic reaction: reactants, conditions, products, and yield Reactants: [BH4-], CC(=O)Cc1ccc(Br)cc1, CCO, [Na+]. Yields the product CC(O)Cc1ccc(Br)cc1. RXN SMILES: [BH4-:12].[Br:1][c:2]1[cH:3][cH:4][c:5]([CH2:8][C:9]([CH3:10])=[O:11])[cH:6][cH:7]1.[CH3:14][CH2:15][OH:16].[Na+:13]>>[Br:1][c:2]1[cH:3][cH:4][c:5]([CH2:8][CH:9]([CH3:10])[OH:11])[cH:6][cH:7]1.